From a dataset of the Open Reaction Database (ORD), a public repository of structured organic reaction records. describe an organic reaction: reactants, conditions, products, and yield Reactants: O (water), C1(CC(CCC1)=O)=O (1,3-cyclohexanedione), C(C)(C)(C)NC(=O)N (tert-butylurea). Reagents/catalysts: C1(=CC=C(C=C1)S(=O)(=O)O)C (p-toluenesulfonic acid). Run in C1=CC=CC=C1 (benzene). Yields the product C(C)(C)(C)NC(=O)NC1=CC(CCC1)=O (1-tert-butyl-3-(3-oxo-1-cyclohexene-1-yl)urea). The yield is 66.7%. RXN SMILES: [C:1]1(=O)[CH2:6][CH2:5][CH2:4][C:3](=[O:7])[CH2:2]1.[C:9]([NH:13][C:14]([NH2:16])=[O:15])([CH3:12])([CH3:11])[CH3:10].O>C1C=CC=CC=1.C1(C)C=CC(S(O)(=O)=O)=CC=1>[C:9]([NH:13][C:14]([NH:16][C:1]1[CH2:6][CH2:5][CH2:4][C:3](=[O:7])[CH:2]=1)=[O:15])([CH3:12])([CH3:11])[CH3:10]. Procedure details: To a solution of 11.2 g of 1,3-cyclohexanedione in 250 ml of benzene is added 11.6 g tert-butylurea and 100 mg of p-toluenesulfonic acid. The solution is heated at reflux under nitrogen with water removal for three hours. At the end of this period the solution is cooled and the precipitated product removed by filtration. The precipitate is recrystallized from acetonitrile to give 14 g of 1-tert-butyl-3-(3-oxo-1-cyclohexene-1-yl)urea, m.p. 223°-225° C. Reactants: NC=1SC=2C(N1)=C(C=C(C2)C)C(=O)OC (Methyl 2-amino-6-methylbenzothiazole-4-carboxylate), CC(C)C[AlH]CC(C)C (DIBAL). Product: NC=1SC2=C(N1)C(=CC(=C2)C)CO (2-Amino-4-hydroxymethyl-6-methylbenzothiazole). As a reaction SMILES: [NH2:1][C:2]1[S:3][C:4]2[C:5](=[C:7]([C:12](OC)=[O:13])[CH:8]=[C:9]([CH3:11])[CH:10]=2)[N:6]=1.CC(C[AlH]CC(C)C)C>>[NH2:1][C:2]1[S:3][C:4]2[CH:10]=[C:9]([CH3:11])[CH:8]=[C:7]([CH2:12][OH:13])[C:5]=2[N:6]=1. Procedure details: 30 g (0.135 mol) of 5a are reduced with 337.7 ml (0.405 mol) of DIBAL (20% strength solution in toluene) in analogy to Example 1a. Starting materials: imine, COC(=O)C=1N(C=C(C1)Cl)N (1-amino-4-chloro-1H-pyrrole-2-carboxylic acid methyl ester), COC1=CC=C(C=O)C=C1 (4-methoxy benzaldehyde). Run in CO (methanol). Yields the product COC(=O)C=1N(C=C(C1)Cl)N=CC1=CC=C(C=C1)OC (4-Chloro-1-[(4-methoxy-benzylidene)-amino]-1H-pyrrole-2-carboxylic acid methyl ester). As a reaction SMILES: [CH3:1][O:2][C:3]([C:5]1[N:6]([NH2:11])[CH:7]=[C:8]([Cl:10])[CH:9]=1)=[O:4].[CH3:12][O:13][C:14]1[CH:21]=[CH:20][C:17]([CH:18]=O)=[CH:16][CH:15]=1>CO>[CH3:1][O:2][C:3]([C:5]1[N:6]([N:11]=[CH:18][C:17]2[CH:20]=[CH:21][C:14]([O:13][CH3:12])=[CH:15][CH:16]=2)[CH:7]=[C:8]([Cl:10])[CH:9]=1)=[O:4]. Procedure: Prepared according to the imine formation condition used in Example 18 step b) from 1-amino-4-chloro-1H-pyrrole-2-carboxylic acid methyl ester and 4-methoxy benzaldehyde in refluxing methanol for 12 h. 1H NMR (CDCl3, δ in ppm): 8.33 (s, 1H), 7.78 (d, 2H, J=8.8 Hz), 7.13 (d, 1H, J=2.2 Hz), 6.96 (d, 2H, J=8.8 Hz), 6.87 (d, 1H, J=1.8 Hz), 3.87 (s, 3H), 3.82 (s, 3H). The reactants are Cc1cccc(-c2nn3ccccc3c2Br)n1, COCCOC, CCOC(C)=O, OB(O)c1ccc(F)cc1, [Na+], [OH-], c1ccc(P(c2ccccc2)(c2ccccc2)[Pd](P(c2ccccc2)(c2ccccc2)c2ccccc2)(P(c2ccccc2)(c2ccccc2)c2ccccc2)P(c2ccccc2)(c2ccccc2)c2ccccc2)cc1. Yields the product Cc1cccc(-c2nn3ccccc3c2-c2ccc(F)cc2)n1. RXN SMILES: [Br:1][c:2]1[c:3](-[c:11]2[n:12][c:13]([CH3:17])[cH:14][cH:15][cH:16]2)[n:4][n:5]2[c:6]1[cH:7][cH:8][cH:9][cH:10]2.[CH3:30][O:31][CH2:32][CH2:33][O:34][CH3:35].[CH3:36][CH2:37][O:38][C:39]([CH3:40])=[O:41].[F:18][c:19]1[cH:20][cH:21][c:22]([B:25]([OH:26])[OH:27])[cH:23][cH:24]1.[Na+:29].[OH-:28].[cH:42]1[cH:43][cH:44][c:45]([P:46]([Pd:47]([P:48]([c:49]2[cH:50][cH:51][cH:52][cH:53][cH:54]2)([c:55]2[cH:56][cH:57][cH:58][cH:59][cH:60]2)[c:61]2[cH:62][cH:63][cH:64][cH:65][cH:66]2)([P:67]([c:68]2[cH:69][cH:70][cH:71][cH:72][cH:73]2)([c:74]2[cH:75][cH:76][cH:77][cH:78][cH:79]2)[c:80]2[cH:81][cH:82][cH:83][cH:84][cH:85]2)[P:86]([c:87]2[cH:88][cH:89][cH:90][cH:91][cH:92]2)([c:93]2[cH:94][cH:95][cH:96][cH:97][cH:98]2)[c:99]2[cH:100][cH:101][cH:102][cH:103][cH:104]2)([c:105]2[cH:106][cH:107][cH:108][cH:109][cH:110]2)[c:111]2[cH:112][cH:113][cH:114][cH:115][cH:116]2)[cH:117][cH:118]1>>[c:2]1(-[c:22]2[cH:21][cH:20][c:19]([F:18])[cH:24][cH:23]2)[c:3](-[c:11]2[n:12][c:13]([CH3:17])[cH:14][cH:15][cH:16]2)[n:4][n:5]2[c:6]1[cH:7][cH:8][cH:9][cH:10]2. Reactants: S1C(=CC=C1)CC(=O)OCCBr (2-bromoethyl thiolacetate), CN1CCN(CC1)C (1,4-dimethylpiperazine), CC(=O)C (acetone), thioester. Conditions: temperature 25 celsius. Yields the product [Br-].C(C)(=O)SCC[N+]1(CCN(CC1)C)C (1-(2-acetylthioethyl)-1,4-dimethylpiperazinium bromide). As a reaction SMILES: [S:1]1[CH:5]=[CH:4]C=[C:2]1[CH2:6]C(OCC[Br:12])=O.[CH3:13][N:14]1[CH2:19][CH2:18][N:17]([CH3:20])[CH2:16][CH2:15]1.CC(C)=[O:23]>>[Br-:12].[C:2]([S:1][CH2:5][CH2:4][N+:14]1([CH3:13])[CH2:19][CH2:18][N:17]([CH3:20])[CH2:16][CH2:15]1)(=[O:23])[CH3:6] |f:3.4|. Reported procedure: A solution of 2-bromoethyl thiolacetate *(2.20 g, 0.012 mol) and 1,4-dimethylpiperazine (1.95 mL, 0.014 mol) in acetone (4 mL) was stirred at 50° C. for 65 h. After cooling to 25° C., the liquid phase was decanted from the gum which was triturated twice in diethyl ether; a hygroscopic yellowish powder, 3.2 g (90%) was obtained; ir (Nujol) νmax : 1685 (C=O of thioester) cm-1 ; 1Hmr (D2O) δ: 2.37, 2.39 ##STR122## As a reaction SMILES: [Br:35][CH2:36][CH:37]1[CH2:38][O:39]1.[C:29](=[O:30])([O-:31])[O-:32].[CH3:1][c:2]1[cH:3][c:4]([O:15][c:16]2[cH:17][cH:18][n:19][c:20]3[cH:21][c:22]([OH:28])[c:23]([O:26][CH3:27])[cH:24][c:25]23)[c:5](-[c:9]2[cH:10][cH:11][cH:12][cH:13][cH:14]2)[n:6][c:7]1[CH3:8].[CH3:41][N:42]([CH3:43])[CH:44]=[O:45].[K+:33].[K+:34].[OH2:40]>>[CH3:1][c:2]1[cH:3][c:4]([O:15][c:16]2[cH:17][cH:18][n:19][c:20]3[cH:21][c:22]([O:28][CH2:36][CH:37]4[CH2:38][O:39]4)[c:23]([O:26][CH3:27])[cH:24][c:25]23)[c:5](-[c:9]2[cH:10][cH:11][cH:12][cH:13][cH:14]2)[n:6][c:7]1[CH3:8]. Reactants: BrCC1CO1, O=C([O-])[O-], COc1cc2c(Oc3cc(C)c(C)nc3-c3ccccc3)ccnc2cc1O, CN(C)C=O, [K+], [K+], O. The product is COc1cc2c(Oc3cc(C)c(C)nc3-c3ccccc3)ccnc2cc1OCC1CO1. The reactants are [OH-].[Na+] (sodium hydroxide), O[C@]1(CC([C@H](CC1)C(=O)OC)(C)C)C=1SC=CN1 (methyl (1S,4R)-4-hydroxy-2,2-dimethyl-4-(1,3-thiazol-2-yl)cyclohexanecarboxylate), Cl (HCl). The solvent is O (water). Conditions: temperature 40 celsius, time 16 hour. Product: O.O[C@]1(CC([C@H](CC1)C(=O)O)(C)C)C=1SC=CN1 ((1S,4R)-4-hydroxy-2,2-dimethyl-4-(1,3-thiazol-2-yl)cyclohexanecarboxylic acid hydrate). As a reaction SMILES: [OH-].[Na+].[OH:3][C@:4]1([C:16]2[S:17][CH:18]=[CH:19][N:20]=2)[CH2:9][CH2:8][C@H:7]([C:10]([O:12]C)=[O:11])[C:6]([CH3:15])([CH3:14])[CH2:5]1.Cl>O>[OH2:3].[OH:3][C@:4]1([C:16]2[S:17][CH:18]=[CH:19][N:20]=2)[CH2:9][CH2:8][C@H:7]([C:10]([OH:12])=[O:11])[C:6]([CH3:14])([CH3:15])[CH2:5]1 |f:0.1,5.6|. Procedure details: To a solution of methyl (1S)-2,2-dimethyl-4-oxocyclohexanecarboxylate (10 g, 54.28 mmol)) in THF (16.3 g) was added additional THF (184 mL) followed by thiazole (6.93 g, 81.42 mmol). The resulting solution was then cooled to −78° C. Boron trifluoride diethyletherate (9.24 g, 65.14 mmol) was added over 24 minutes and the resulting mixture aged at −78° C. for 5 minutes. n-Butyllithium (2.5M in hexanes, 20.05 g, 71.98 mmol) was added to the mixture subsurface over 4 hours and the mixture was aged f...